This data is from the Open Reaction Database (ORD), a public repository of structured organic reaction records. The task is: describe an organic reaction: reactants, conditions, products, and yield Reaction SMILES: Br[C:2]1[S:3][C:4]2[CH:10]=[C:9]([CH2:11][CH2:12][CH2:13][CH3:14])[CH:8]=[CH:7][C:5]=2[N:6]=1.[CH3:15][O:16][C:17]([C:19]1[CH:24]=[CH:23][C:22](B(O)O)=[CH:21][CH:20]=1)=[O:18].CC(C1C=C(C(C)C)C(C2C=CC=CC=2P(C2CCCCC2)C2CCCCC2)=C(C(C)C)C=1)C.P([O-])([O-])([O-])=[O:63].[K+].[K+].[K+]>O1CCOCC1.C1C=CC(/C=C/C(/C=C/C2C=CC=CC=2)=O)=CC=1.C1C=CC(/C=C/C(/C=C/C2C=CC=CC=2)=O)=CC=1.C1C=CC(/C=C/C(/C=C/C2C=CC=CC=2)=O)=CC=1.[Pd].[Pd]>[C:11]([C:9]1[CH:8]=[CH:7][C:5]2[N:6]=[C:2]([C:22]3[CH:23]=[CH:24][C:19]([C:17]([O:16][CH3:15])=[O:18])=[CH:20][CH:21]=3)[S:3][C:4]=2[CH:10]=1)(=[O:63])[CH2:12][CH2:13][CH3:14] |f:3.4.5.6,8.9.10.11.12|. Product: C(CCC)(=O)C1=CC2=C(N=C(S2)C2=CC=C(C(=O)OC)C=C2)C=C1 (methyl 4-(6-butyrylbenzo[d]thiazol-2-yl)benzoate). Run at temperature 100 celsius, time 6 hour. Procedure: Step-4: A degassed mixture of 2-bromo-6-butylbenzo[d]thiazole (142 mg, 0.5 mmol), (4-(methoxycarbonyl)phenyl)boronic acid (135 mg, 0.75 mmol), Pd2(dba)3 (9 mg, 0.01 mmol), Xphos (9.5 mg, 0.02 mmol), potassium phosphate (207 mg, 1.5 mmol) in dioxane (2 mL) under nitrogen atmosphere was stirred at 100° C. for 6 h. The reaction mixture was cooled to RT, evaporated and extracted with dichloromethane, washed with brine, dried over anhydrous sodium sulfate and evaporated. The crude product was purifie... The reagents and catalysts are C=1C=CC(=CC1)/C=C/C(=O)/C=C/C2=CC=CC=C2.C=1C=CC(=CC1)/C=C/C(=O)/C=C/C2=CC=CC=C2.C=1C=CC(=CC1)/C=C/C(=O)/C=C/C2=CC=CC=C2.[Pd].[Pd] (Pd2(dba)3). Starting materials: BrC=1SC2=C(N1)C=CC(=C2)CCCC (2-bromo-6-butylbenzo[d]thiazole), COC(=O)C1=CC=C(C=C1)B(O)O ((4-(methoxycarbonyl)phenyl)boronic acid), CC(C)C1=CC(=C(C(=C1)C(C)C)C2=C(C=CC=C2)P(C3CCCCC3)C4CCCCC4)C(C)C (Xphos), P(=O)([O-])([O-])[O-].[K+].[K+].[K+] (potassium phosphate). The solvent is O1CCOCC1 (dioxane). Reactants: N=1C=CN2C1C(=CC=C2)C2=CC=C(C=C2)O (4-(imidazo[1,2-a]pyridin-8-yl)phenol), [H-].[Na+] (sodium hydride), O (water), ClC1=NC2=C(N1COCC[Si](C)(C)C)C=CC=C2 (2-Chloro-1-{[2-(trimethylsilyl)ethoxy]methyl}-1H-benzimidazole). Run in CN(C)C=O (DMF). Reaction conditions: time 5 minute. Yields the product N=1C=CN2C1C(=CC=C2)C2=CC=C(OC1=NC3=C(N1COCC[Si](C)(C)C)C=CC=C3)C=C2 (2-[4-(Imidazo[1,2-a]pyridin-8-yl)phenoxy]-1-{[2-(trimethylsilyl)ethoxy]methyl}-1H-benzimidazole). The yield is 61.9%. Reaction SMILES: [N:1]1[CH:2]=[CH:3][N:4]2[CH:9]=[CH:8][CH:7]=[C:6]([C:10]3[CH:15]=[CH:14][C:13]([OH:16])=[CH:12][CH:11]=3)[C:5]=12.[H-].[Na+].Cl[C:20]1[N:24]([CH2:25][O:26][CH2:27][CH2:28][Si:29]([CH3:32])([CH3:31])[CH3:30])[C:23]2[CH:33]=[CH:34][CH:35]=[CH:36][C:22]=2[N:21]=1.O>CN(C=O)C>[N:1]1[CH:2]=[CH:3][N:4]2[CH:9]=[CH:8][CH:7]=[C:6]([C:10]3[CH:15]=[CH:14][C:13]([O:16][C:20]4[N:24]([CH2:25][O:26][CH2:27][CH2:28][Si:29]([CH3:31])([CH3:32])[CH3:30])[C:23]5[CH:33]=[CH:34][CH:35]=[CH:36][C:22]=5[N:21]=4)=[CH:12][CH:11]=3)[C:5]=12 |f:1.2|. Procedure details: To a solution of 4-(imidazo[1,2-a]pyridin-8-yl)phenol (0.68 g) in DMF (10 ml) was added sodium hydride (60% in oil, 0.13 g), and the mixture was stirred at room temperature for 5 min. To the reaction mixture was added 2-chloro-1-{[2-(trimethylsilyl)ethoxy]methyl}-1H-benzimidazole (0.53 g) obtained in Example 1, step A), and the mixture was stirred under microwave irradiation at 150° C. for 1.5 hr. The reaction mixture was poured into water, and the mixture was extracted with ethyl acetate. The e... The reactants are FC1=C(C=C(C=C1)C1=CC=NC2=NC(=CC=C12)C(F)(F)F)OS(=O)(=O)C(F)(F)F (Trifluoromethanesulfonic acid 2-fluoro-5-(7-trifluoromethyl-[1,8]naphthyridin-4-yl)phenyl ester), C(C)(=O)C=1C=C(C=CC1)B(O)O (3-acetylphenyl-boronic acid). Product: FC1=C(C=C(C=C1)C1=CC=NC2=NC(=CC=C12)C(F)(F)F)C1=CC(=CC=C1)C(C)=O (1-[2′-fluoro-5′-(7-trifluoromethyl[1,8]naphthyridin-4-yl)biphenyl-3-yl]ethanone). The yield is 60.2%. As a reaction SMILES: [F:1][C:2]1[CH:7]=[CH:6][C:5]([C:8]2[C:17]3[C:12](=[N:13][C:14]([C:18]([F:21])([F:20])[F:19])=[CH:15][CH:16]=3)[N:11]=[CH:10][CH:9]=2)=[CH:4][C:3]=1OS(C(F)(F)F)(=O)=O.[C:30]([C:33]1[CH:34]=[C:35](B(O)O)[CH:36]=[CH:37][CH:38]=1)(=[O:32])[CH3:31]>>[F:1][C:2]1[CH:7]=[CH:6][C:5]([C:8]2[C:17]3[C:12](=[N:13][C:14]([C:18]([F:21])([F:20])[F:19])=[CH:15][CH:16]=3)[N:11]=[CH:10][CH:9]=2)=[CH:4][C:3]=1[C:37]1[CH:36]=[CH:35][CH:34]=[C:33]([C:30](=[O:32])[CH3:31])[CH:38]=1. Reported procedure: Trifluoromethanesulfonic acid 2-fluoro-5-(7-trifluoromethyl-[1,8]naphthyridin-4-yl)phenyl ester (30.0 mg, 0.068 mmol) was coupled to 3-acetylphenyl-boronic acid (14.5 mg, 0.089 mmol) as described in Example 35 part c), affording 1-[2′-fluoro-5′-(7-trifluoromethyl[1,8]naphthyridin-4-yl)biphenyl-3-yl]ethanone (16.8 mg, 60%). δH (360 MHz, CDCl3) 2.66 (3H, s), 7.39-7.44 (1H, dd, J 9.8 and 8.4), 7.47-7.52 (1H, m), 7.58-7.62 (3H, m), 7.80-7.85 (2H, m), 8.01 (1H, dt, J 7.7, 1.2), 8.18 (1H, d, J 1.4), 8...